This data is from the Open Reaction Database (ORD), a public repository of structured organic reaction records. The task is: describe an organic reaction: reactants, conditions, products, and yield Reactants: FC(C1=CC=C(C=C1)C1=C(C(=CC=C1)C1=CC=C(C=C1)C(F)(F)F)N)(F)F (4,4″-Bis-trifluoromethyl-[1,1′;3′,1″]terphenyl-2′-ylamine), C(C(=O)Cl)(=O)Cl (oxalyl chloride), O (H2O). The solvent is N1=CC=CC=C1 (pyridine). Run at time 8 hour. The product is FC(C1=CC=C(C=C1)C1=C(C(=CC=C1)C1=CC=C(C=C1)C(F)(F)F)NC(C(=O)NC1=C(C=CC=C1C1=CC=C(C=C1)C(F)(F)F)C1=CC=C(C=C1)C(F)(F)F)=O)(F)F (N,N′-Bis-(4,4″-bis-trifluoromethyl-[1,1′;3′,1″]terphenyl-2′-yl)-oxalamide). Isolated yield 62.9%. As a reaction SMILES: [F:1][C:2]([F:27])([F:26])[C:3]1[CH:8]=[CH:7][C:6]([C:9]2[CH:14]=[CH:13][CH:12]=[C:11]([C:15]3[CH:20]=[CH:19][C:18]([C:21]([F:24])([F:23])[F:22])=[CH:17][CH:16]=3)[C:10]=2[NH2:25])=[CH:5][CH:4]=1.[C:28](Cl)(=[O:32])[C:29](Cl)=[O:30].O>N1C=CC=CC=1>[F:1][C:2]([F:26])([F:27])[C:3]1[CH:4]=[CH:5][C:6]([C:9]2[CH:14]=[CH:13][CH:12]=[C:11]([C:15]3[CH:20]=[CH:19][C:18]([C:21]([F:22])([F:23])[F:24])=[CH:17][CH:16]=3)[C:10]=2[NH:25][C:28](=[O:32])[C:29]([NH:25][C:10]2[C:11]([C:15]3[CH:20]=[CH:19][C:18]([C:21]([F:22])([F:23])[F:24])=[CH:17][CH:16]=3)=[CH:12][CH:13]=[CH:14][C:9]=2[C:6]2[CH:7]=[CH:8][C:3]([C:2]([F:1])([F:26])[F:27])=[CH:4][CH:5]=2)=[O:30])=[CH:7][CH:8]=1. Reported procedure: A solution of 4,4″-Bis-trifluoromethyl-[1,1′;3′,1″]terphenyl-2′-ylamine (700 mg, 1.84 mmol) in pyridine (5 mL) was treated with oxalyl chloride (73 μL, 0.837 mmol). The resulting suspension was stirred at rt overnight under Ar, then poured into H2O. The precipitate was filtered, washed with H2O and dried in vacuo. The resulting solid was crystallized from toluene/heptane, then recrystallized from toluene to afford N,N′-Bis-(4,4″-bis-trifluoromethyl-[1,1′;3′,1″]terphenyl-2′-yl)-oxalamide (430 mg)... Reactants: CC(C)=O, FC(F)=C(F)Cl, [Hg], [K+], O=[N+]([O-])c1cccc(S)c1, [OH-]. The product is O=[N+]([O-])c1cccc(SC(F)(F)C(F)Cl)c1. Reaction SMILES: [CH3:20][C:21](=[O:22])[CH3:23].[Cl:13][C:14](=[C:15]([F:16])[F:17])[F:18].[Hg:19].[K+:12].[N+:1](=[O:2])([O-:3])[c:4]1[cH:5][c:6]([SH:10])[cH:7][cH:8][cH:9]1.[OH-:11]>>[N+:1](=[O:2])([O-:3])[c:4]1[cH:5][c:6]([S:10][C:15]([CH:14]([Cl:13])[F:18])([F:16])[F:17])[cH:7][cH:8][cH:9]1. The reactants are CCOC(C)=O, Cc1ccc(N2CCNCC2)c(C2CC2)c1, Cl, O=C(Cl)c1ccc(I)cc1, [Na+], C1CCOC1, [OH-]. Yields the product Cc1ccc(N2CCN(C(=O)c3ccc(I)cc3)CC2)c(C2CC2)c1. RXN SMILES: [CH3:35][CH2:36][O:37][C:38](=[O:39])[CH3:40].[CH:17]1([c:20]2[c:21]([N:27]3[CH2:28][CH2:29][NH:30][CH2:31][CH2:32]3)[cH:22][cH:23][c:24]([CH3:26])[cH:25]2)[CH2:18][CH2:19]1.[ClH:16].[I:6][c:7]1[cH:8][cH:9][c:10]([C:11](=[O:12])[Cl:13])[cH:14][cH:15]1.[Na+:34].[O:1]1[CH2:2][CH2:3][CH2:4][CH2:5]1.[OH-:33]>>[I:6][c:7]1[cH:8][cH:9][c:10]([C:11](=[O:12])[N:30]2[CH2:29][CH2:28][N:27]([c:21]3[c:20]([CH:17]4[CH2:18][CH2:19]4)[cH:25][c:24]([CH3:26])[cH:23][cH:22]3)[CH2:32][CH2:31]2)[cH:14][cH:15]1. The reactants are C(CCC)C=1N=C(NC1C)CC(=O)C1=CC=C(C=C1)F (4-Butyl-5-methyl-1H-imidazol-2-yl-1-(4-fluorophenyl)ethanone), C(C#C)(=O)O (propiolic acid), N1(C=NC=C1)C(=O)N1C=NC=C1 (1-(1H-imidazol-1-ylcarbonyl)-1H-imidazole). Product: C(CCC)C=1NC=2N(C(C=CC2C(C2=CC=C(C=C2)F)=O)=O)C1C (2-Butyl-8-(4-fluorobenzoyl)-3-methylimidazo[1,2-a]pyridin-5(1H)-one). As a reaction SMILES: [CH2:1]([C:5]1[N:6]=[C:7]([CH2:11][C:12]([C:14]2[CH:19]=[CH:18][C:17]([F:20])=[CH:16][CH:15]=2)=[O:13])[NH:8][C:9]=1[CH3:10])[CH2:2][CH2:3][CH3:4].[C:21](O)(=[O:24])[C:22]#[CH:23].N1(C(N2C=CN=C2)=O)C=CN=C1>>[CH2:1]([C:5]1[NH:6][C:7]2[N:8]([C:9]=1[CH3:10])[C:21](=[O:24])[CH:22]=[CH:23][C:11]=2[C:12](=[O:13])[C:14]1[CH:19]=[CH:18][C:17]([F:20])=[CH:16][CH:15]=1)[CH2:2][CH2:3][CH3:4]. Procedure: The compounds are prepared as described in example 10 with 200 mg (0.73 mmol) of 2-(4-butyl-5-methyl-1H-imidazo-2-yl)-1-(4-fluorophenyl)ethanone (example XXVI), 77 mg (1.09 mmol) of propiolic acid and 212 mg (1.31 mmol) of 1-(1H-imidazol-1-ylcarbonyl)-1H-imidazole. Starting materials: CC(=C)CCOC1=CC=CC=C1 (2-methyl-4-phenoxy-1-butene), F (hydrogen fluoride). Run in C(C)OCC (diethyl ether). Reaction conditions: time 3 day. Product: CC1(CCOC2=CC=CC=C12)C (4,4-Dimethylchroman). Isolated yield 92.2%. RXN SMILES: [CH3:1][C:2]([CH2:4][CH2:5][O:6][C:7]1[CH:12]=[CH:11][CH:10]=[CH:9][CH:8]=1)=[CH2:3].F>C(OCC)C>[CH3:3][C:2]1([CH3:1])[C:12]2[C:7](=[CH:8][CH:9]=[CH:10][CH:11]=2)[O:6][CH2:5][CH2:4]1. Procedure: A mixture of 19.2 g 2-methyl-4-phenoxy-1-butene and 50 ml of anhydrous hydrogen fluoride was stored at room temperature for 3 days. The mixture was then diluted with 500 ml of diethyl ether and the resulting mixture was washed with saturated sodium bicarbonate solution (2×500 ml). It was then dried (MgSO4) and concentrated in vacuo to give 17.7 g of the title compound as an oil. Yield 92%.